From a dataset of the Open Reaction Database (ORD), a public repository of structured organic reaction records. describe an organic reaction: reactants, conditions, products, and yield Reactants: CCCCO, CCN(CC)CCNC(=O)c1c(C)[nH]c(C=C2C(=O)Nc3ccc(F)cc32)c1C, CC(=O)O. Yields the product CCN(CC)CCNC(=O)c1c(C)[nH]c(C=C2C(=O)Nc3ccc(F)cc32)c1C, CC(=O)[O-]. RXN SMILES: [CH2:34]([OH:35])[CH2:36][CH2:37][CH3:38].[CH3:1][CH2:2][N:3]([CH2:4][CH3:5])[CH2:6][CH2:7][NH:8][C:9](=[O:10])[c:11]1[c:12]([CH3:13])[nH:14][c:15]([CH:16]=[C:17]2[C:18](=[O:19])[NH:20][c:21]3[cH:22][cH:23][c:24]([F:25])[cH:26][c:27]32)[c:28]1[CH3:29].[CH3:30][C:31]([OH:32])=[O:33]>>[CH3:1][CH2:2][N:3]([CH2:4][CH3:5])[CH2:6][CH2:7][NH:8][C:9](=[O:10])[c:11]1[c:12]([CH3:13])[nH:14][c:15]([CH:16]=[C:17]2[C:18](=[O:19])[NH:20][c:21]3[cH:22][cH:23][c:24]([F:25])[cH:26][c:27]32)[c:28]1[CH3:29].[CH3:30][C:31](=[O:32])[O-:33].